From a dataset of the Open Reaction Database (ORD), a public repository of structured organic reaction records. describe an organic reaction: reactants, conditions, products, and yield The reactants are C(CCC)C=1N(C(=CN1)/C=C/C(C(=O)OCC)(CC1=CC=CC=C1)CC1=CC=CC=C1)CC1=C(C=CC=C1)Cl (ethyl (E)-4-[2-n-butyl-1-{(2-chlorophenyl)methyl}-1H-imidazol-5-yl]-2,2-bis(benzyl)-3-butenoate), [OH-].[Na+] (sodium hydroxide). Run in C(C)O (ethanol). Yields the product C(CCC)C=1N(C(=CN1)/C=C/C(C(=O)O)(CC1=CC=CC=C1)CC1=CC=CC=C1)CC1=C(C=CC=C1)Cl ((E)-4-[2-n-butyl-1-{(2-chlorophenyl)methyl}-1H-imidazol-5-yl]-2,2-bis(benzyl)-3-butenoic acid). The yield is 65.4%. As a reaction SMILES: [CH2:1]([C:5]1[N:6]([CH2:32][C:33]2[CH:38]=[CH:37][CH:36]=[CH:35][C:34]=2[Cl:39])[C:7](/[CH:10]=[CH:11]/[C:12]([CH2:25][C:26]2[CH:31]=[CH:30][CH:29]=[CH:28][CH:27]=2)([CH2:18][C:19]2[CH:24]=[CH:23][CH:22]=[CH:21][CH:20]=2)[C:13]([O:15]CC)=[O:14])=[CH:8][N:9]=1)[CH2:2][CH2:3][CH3:4].[OH-].[Na+]>C(O)C>[CH2:1]([C:5]1[N:6]([CH2:32][C:33]2[CH:38]=[CH:37][CH:36]=[CH:35][C:34]=2[Cl:39])[C:7](/[CH:10]=[CH:11]/[C:12]([CH2:18][C:19]2[CH:24]=[CH:23][CH:22]=[CH:21][CH:20]=2)([CH2:25][C:26]2[CH:27]=[CH:28][CH:29]=[CH:30][CH:31]=2)[C:13]([OH:15])=[O:14])=[CH:8][N:9]=1)[CH2:2][CH2:3][CH3:4] |f:1.2|. Reported procedure: A solution of ethyl (E)-4-[2-n-butyl-1-{(2-chlorophenyl)methyl}-1H-imidazol-5-yl]-2,2-bis(benzyl)-3-butenoate (121 mg) in ethanol (5 mL) was heated to reflux with 10% sodium hydroxide solution (3 mL) for 2 hours. The ethanol was evaporated, water was added and the aqueous layer was extracted with ether. The water layer was acidified to pH 1 with dilute hydrochloric acid solution, extracted with ethyl acetate, dried and concentrated to a solid. Trituration with ether provided 75 mg of the white s... Reactants: hydroxy-ester, C(C1=CC=CC=C1)=O (benzaldehyde), C(C(C)C)(=O)OC (methyl isobutyrate). The product is CC(C(=O)OC)(C(C1=CC=CC=C1)O)C (Methyl 2,2-Dimethyl-3-hydroxy-3-phenylpropionate). RXN SMILES: [CH:1](=[O:8])[C:2]1[CH:7]=[CH:6][CH:5]=[CH:4][CH:3]=1.[C:9]([O:14][CH3:15])(=[O:13])[CH:10]([CH3:12])[CH3:11]>>[CH3:11][C:10]([CH3:12])([CH:1]([OH:8])[C:2]1[CH:7]=[CH:6][CH:5]=[CH:4][CH:3]=1)[C:9]([O:14][CH3:15])=[O:13]. Procedure: A 50 milligram sample of the prepared hydroxy-ester is pyrolyzed in a sealed tube at 200° C. for 30 minutes. Analysis of the pyrolyzate by liquid chromatography indicates the following composition: 93% of unreacted starting material and 7% of a 1:1 mixture of benzaldehyde and methyl isobutyrate. The reactants are ClC1=CC=C(C=C1)B(O)O (4-chlorophenylboronic acid), C([O-])([O-])=O.[K+].[K+] (potassium carbonate), tetrakis(triphenyl)palladium, BrC1=CC=C2C(=NN(C2=C1)COCC[Si](C)(C)C)NC(CCC)=O (N-[6-bromo-1-[[2-(trimethylsilyl)ethoxy]methyl]-1H-indazol-3-yl]butanamide). Solvent: O1CCOCC1 (dioxane), C(C)(=O)OCC (ethyl acetate). Conditions: temperature 104 celsius, time 16 hour. The product is ClC1=CC=C(C=C1)C1=CC=C2C(=NN(C2=C1)COCC[Si](C)(C)C)NC(CCC)=O (N-[6-(4-chlorophenyl)-1-[[2-(trimethylsilyl)ethoxy]methyl]-1H-indazol-3-yl]butanamide). The yield is 61.9%. As a reaction SMILES: [Cl:1][C:2]1[CH:7]=[CH:6][C:5](B(O)O)=[CH:4][CH:3]=1.C(=O)([O-])[O-].[K+].[K+].Br[C:18]1[CH:26]=[C:25]2[C:21]([C:22]([NH:35][C:36](=[O:40])[CH2:37][CH2:38][CH3:39])=[N:23][N:24]2[CH2:27][O:28][CH2:29][CH2:30][Si:31]([CH3:34])([CH3:33])[CH3:32])=[CH:20][CH:19]=1>O1CCOCC1.C(OCC)(=O)C>[Cl:1][C:2]1[CH:7]=[CH:6][C:5]([C:18]2[CH:26]=[C:25]3[C:21]([C:22]([NH:35][C:36](=[O:40])[CH2:37][CH2:38][CH3:39])=[N:23][N:24]3[CH2:27][O:28][CH2:29][CH2:30][Si:31]([CH3:34])([CH3:32])[CH3:33])=[CH:20][CH:19]=2)=[CH:4][CH:3]=1 |f:1.2.3|. Procedure details: 512 mg of 4-chlorophenylboronic acid, 578 mg of potassium carbonate, and 167 mg of tetrakis(triphenyl)palladium are added to 900 mg of N-[6-bromo-1-[[2-(trimethylsilyl)ethoxy]methyl]-1H-indazol-3-yl]butanamide, described in Example 51, in 40 cm3 of dioxane. The mixture is then heated at about 104° C. for 2 hours and the temperature is allowed to return to about 19° C. over 16 hours. The reaction medium is diluted with 75 cm3 of ethyl acetate, filtered through a sinter funnel packed with Celite a... Reported procedure: Ethyl 2-acetyl-3-ethoxybut-2-enoate (10.7 g, 0.0537 mol), formamidine acetate (5.6 g, 0.054 mol) and sodium ethoxide (2.7 M in ethanol, 20.0 mL) were mixed in ethanol (30 mL) and the mixture was stirred at 90° C. for 4 h. The reaction mixture was cooled, quenched with water and concentrated. The crude material was purified by flash chromatography on silical gel, eluting with 10%, 50% ethyl acetate/hexane to afford the desired product (7.4 g, 76%) as a yellow oil. MS (EI) 181.1 (M+1). 1H NMR (300... Isolated yield 76.5%. Solvent: C(C)O (ethanol). Conditions: temperature 90 celsius, time 4 hour. Reactants: C(C)(=O)C(C(=O)OCC)=C(C)OCC (Ethyl 2-acetyl-3-ethoxybut-2-enoate), C(C)(=O)O.C(=N)N (formamidine acetate), [O-]CC.[Na+] (sodium ethoxide). The product is CC1=NC=NC(=C1C(=O)OCC)C (Ethyl 4,6-Dimethylpyrimidine-5-carboxylate). Reaction SMILES: [C:1]([C:4](=[C:10](OCC)[CH3:11])[C:5]([O:7][CH2:8][CH3:9])=[O:6])(=O)[CH3:2].C(O)(=O)C.[CH:19]([NH2:21])=[NH:20].[O-]CC.[Na+]>C(O)C>[CH3:2][C:1]1[C:4]([C:5]([O:7][CH2:8][CH3:9])=[O:6])=[C:10]([CH3:11])[N:21]=[CH:19][N:20]=1 |f:1.2,3.4|. The reactants are Cc1[nH]cnc1C(C)(C)C, CN(C)C=O, FC(F)(F)c1cnc(Cl)c(Cl)c1, [H-], [Na+], O. Product: Cc1c(C(C)(C)C)ncn1-c1ncc(C(F)(F)F)cc1Cl. Reaction SMILES: [C:1]([CH3:2])([CH3:3])([CH3:4])[c:5]1[n:6][cH:7][nH:8][c:9]1[CH3:10].[CH:26]([N:27]([CH3:28])[CH3:29])=[O:30].[Cl:13][c:14]1[n:15][cH:16][c:17]([C:21]([F:22])([F:23])[F:24])[cH:18][c:19]1[Cl:20].[H-:11].[Na+:12].[OH2:25]>>[C:1]([CH3:2])([CH3:3])([CH3:4])[c:5]1[n:6][cH:7][n:8](-[c:14]2[n:15][cH:16][c:17]([C:21]([F:22])([F:23])[F:24])[cH:18][c:19]2[Cl:20])[c:9]1[CH3:10]. Reactants: O=C(O)c1cc(Br)ccc1I, CNC, CCOC(C)=O, CN(C)C=O, CCN(C(C)C)C(C)C. Yields the product CN(C)C(=O)c1cc(Br)ccc1I. Reaction SMILES: [Br:1][c:2]1[cH:3][cH:4][c:5]([I:11])[c:6]([C:7](=[O:8])[OH:9])[cH:10]1.[CH3:12][NH:13][CH3:14].[CH3:24][CH2:25][O:26][C:27](=[O:28])[CH3:29].[CH3:30][N:31]([CH3:32])[CH:33]=[O:34].[CH:15]([N:16]([CH:17]([CH3:18])[CH3:19])[CH2:20][CH3:21])([CH3:22])[CH3:23]>>[Br:1][c:2]1[cH:3][cH:4][c:5]([I:11])[c:6]([C:7](=[O:8])[N:13]([CH3:12])[CH3:14])[cH:10]1. The reactants are COC1=CC=C(C=C1)C1=NC=NC=C1CO ([4-(4-methoxyphenyl)pyrimidin-5-yl]methanol). The reagents and catalysts are [O-2].[O-2].[Mn+4] (manganese dioxide). The solvent is O1CCCC1 (tetrahydrofuran). Conditions: time 8 hour. Product: COC1=CC=C(C=C1)C1=NC=NC=C1C=O (4-(4-methoxyphenyl)pyrimidine-5-carbaldehyde). Isolated yield 62.4%. As a reaction SMILES: [CH3:1][O:2][C:3]1[CH:8]=[CH:7][C:6]([C:9]2[C:14]([CH2:15][OH:16])=[CH:13][N:12]=[CH:11][N:10]=2)=[CH:5][CH:4]=1>[O-2].[O-2].[Mn+4].O1CCCC1>[CH3:1][O:2][C:3]1[CH:4]=[CH:5][C:6]([C:9]2[C:14]([CH:15]=[O:16])=[CH:13][N:12]=[CH:11][N:10]=2)=[CH:7][CH:8]=1 |f:1.2.3|. Reported procedure: A mixture of [4-(4-methoxyphenyl)pyrimidin-5-yl]methanol (8.6 g), manganese dioxide (48 g) and tetrahydrofuran (300 mL) was stirred overnight at room temperature. The reaction mixture was filtered, and the filtrate was concentrated under reduced pressure to give the title compound (5.32 g). Starting materials: O=C(O)c1cc2ccccc2s1, Cc1ccc(N)cc1. Reagents/catalysts: CCOC1C=CC2=CC=CC=C2N1C(=O)OCC (EEDQ), CCN(C(C)C)C(C)C (DIPEA). Run in CN(C)C=O (DMF), CN(C)C=O (DMF), CN(C)C=O (DMF), CN(C)C=O (DMF), CN(C)C=O (DMF), CN(C)C=O (DMF). Reaction conditions: temperature 25 celsius, time 2 hour. The product is Cc1ccc(NC(=O)c2cc3ccccc3s2)cc1. The yield is 56.7%. RXN SMILES: Cc1ccc(N)cc1.O=C(O)c1cc2ccccc2s1.CCOC1C=CC2=CC=CC=C2N1C(=O)OCC.CCN(C(C)C)C(C)C.CN(C)C=O>>Cc1ccc(NC(=O)c2cc3ccccc3s2)cc1. Reactants: C(C1=CC=C(C=O)C=C1)=O (Terephthalaldehyde), OCC(=O)C1=CC=CC=C1 (2-hydroxy acetophenone), [OH-].[Na+] (sodium hydroxide), OO (hydrogen peroxide), [OH-].[Na+] (sodium hydroxide), Cl (hydrochloric acid). Run in CO (methanol), CO (methanol). Run at temperature 12.5 celsius, time 24 hour. Product: OC1=C(OC2=CC=CC=C2C1=O)C1=CC=C(C=C1)C=1OC2=CC=CC=C2C(C1O)=O (3-hydroxy-2-(4-(3-hydroxy-4-oxo-4H-chromen-2-yl)phenyl)-4H-chromen-4-one). RXN SMILES: [CH:1](=[O:10])[C:2]1[CH:9]=[CH:8][C:5]([CH:6]=[O:7])=[CH:4][CH:3]=1.[OH:11][CH2:12][C:13]([C:15]1[CH:20]=[CH:19][CH:18]=[CH:17][CH:16]=1)=[O:14].[OH-:21].[Na+].OO.Cl>CO>[OH:11][C:12]1[C:13](=[O:14])[C:15]2[C:20](=[CH:19][CH:18]=[CH:17][CH:16]=2)[O:7][C:6]=1[C:5]1[CH:8]=[CH:9][C:2]([C:1]2[O:10][C:16]3[C:15]([C:13](=[O:14])[C:12]=2[OH:21])=[CH:20][CH:19]=[CH:18][CH:17]=3)=[CH:3][CH:4]=1 |f:2.3|. Procedure details: To a three necked round bottomed flask, equipped with reflux condenser, calcium chloride guard tube and nitrogen inlet and magnetic stirrer, was charged methanol (200 ml), Terephthalaldehyde (0.98 g) and 2-hydroxy acetophenone (2.04 g). The reaction mixture was cooled to 10-15° C. and sodium hydroxide (3 g) was added slowly and the reaction was stirred at room temperature (˜25° C.) for 24 hrs. Then methanol (200 ml) was added to the reaction and the reaction mixture was cooled below 15° C. and s...